Dataset: the Open Reaction Database (ORD), a public repository of structured organic reaction records. Task: describe an organic reaction: reactants, conditions, products, and yield Starting materials: CC([C@@H](C(=O)OC(C)(C)C)NC(=O)O[C@@H]1COCC1)(C)C ((S)-tert-butyl 3,3-dimethyl-2-(((S)-tetrahydrofuran-3-yloxy)carbonylamino)butanoate), FC(C(=O)O)(F)F (trifluoroacetic acid). The solvent is ClCCl (dichloromethane). Reaction conditions: time 2 hour. Yields the product CC([C@@H](C(=O)O)NC(=O)O[C@@H]1COCC1)(C)C ((S)-3,3-dimethyl-2-(((S)-tetrahydrofuran-3-yloxy)carbonylamino)butanoic acid). As a reaction SMILES: [CH3:1][C:2]([CH3:21])([CH3:20])[C@H:3]([NH:11][C:12]([O:14][C@H:15]1[CH2:19][CH2:18][O:17][CH2:16]1)=[O:13])[C:4]([O:6]C(C)(C)C)=[O:5].FC(F)(F)C(O)=O>ClCCl>[CH3:1][C:2]([CH3:21])([CH3:20])[C@H:3]([NH:11][C:12]([O:14][C@H:15]1[CH2:19][CH2:18][O:17][CH2:16]1)=[O:13])[C:4]([OH:6])=[O:5]. Reported procedure: To a solution of the product from Example 59A (0.037 g, 0.123 mmol) in dichloromethane (1.2 mL) was added trifluoroacetic acid (1.2 mL) and the mixture was stirred at room temperature for 2 hours. The solvent was evaporated to give the title compound which was used without further purification. Reactants: CC#N, [I-], [K+], O=N[O-], CC(C)(C)OC(=O)NC1c2cc(N)ccc2CC1O, [Na+], [Na+], [Na+], O=C([O-])[O-], O, O, Cc1ccc(S(=O)(=O)O)cc1. The product is CC(C)(C)OC(=O)NC1c2cc(I)ccc2CC1O. As a reaction SMILES: [CH3:44][C:45]#[N:46].[I-:37].[K+:36].[N:32]([O-:33])=[O:34].[NH2:1][c:2]1[cH:3][cH:4][c:5]2[c:9]([cH:10]1)[CH:8]([NH:11][C:12]([O:13][C:14]([CH3:15])([CH3:16])[CH3:17])=[O:18])[CH:7]([OH:19])[CH2:6]2.[Na+:35].[Na+:38].[Na+:39].[O-:40][C:41](=[O:42])[O-:43].[OH2:20].[OH2:47].[c:21]1([CH3:22])[cH:23][cH:24][c:25]([S:26]([OH:27])(=[O:28])=[O:29])[cH:30][cH:31]1>>[c:2]1([I:37])[cH:3][cH:4][c:5]2[c:9]([cH:10]1)[CH:8]([NH:11][C:12]([O:13][C:14]([CH3:15])([CH3:16])[CH3:17])=[O:18])[CH:7]([OH:19])[CH2:6]2. The reactants are ClC1=CC(=NC=N1)N1CCN(CC1)C(=O)OCC(C)C (isobutyl 4-(6-chloropyrimidin-4-yl)piperazine-1-carboxylate), CC1(OB(OC1(C)C)C1=C(C=CC=C1)O)C (2-(4,4,5,5-tetramethyl-[1,3,2]dioxaborolan-2-yl)-phenol), C(=O)([O-])[O-].[K+].[K+] (K2CO3), CC#N (CH3CN). Reagents/catalysts: C=1C=CC(=CC1)[P](C=2C=CC=CC2)(C=3C=CC=CC3)[Pd]([P](C=4C=CC=CC4)(C=5C=CC=CC5)C=6C=CC=CC6)([P](C=7C=CC=CC7)(C=8C=CC=CC8)C=9C=CC=CC9)[P](C=1C=CC=CC1)(C=1C=CC=CC1)C=1C=CC=CC1 (Pd(PPh3)4). The solvent is O (H2O). Conditions: temperature 130 celsius. The product is OC1=C(C=CC=C1)C1=CC(=NC=N1)N1CCN(CC1)C(=O)OCC(C)C (isobutyl 4-(6-(2-hydroxyphenyl)pyrimidin-4-yl)piperazine-1-carboxylate). Reaction SMILES: Cl[C:2]1[N:7]=[CH:6][N:5]=[C:4]([N:8]2[CH2:13][CH2:12][N:11]([C:14]([O:16][CH2:17][CH:18]([CH3:20])[CH3:19])=[O:15])[CH2:10][CH2:9]2)[CH:3]=1.CC1(C)C(C)(C)OB([C:29]2[CH:34]=[CH:33][CH:32]=[CH:31][C:30]=2[OH:35])O1.C([O-])([O-])=O.[K+].[K+].CC#N>C1C=CC([P]([Pd]([P](C2C=CC=CC=2)(C2C=CC=CC=2)C2C=CC=CC=2)([P](C2C=CC=CC=2)(C2C=CC=CC=2)C2C=CC=CC=2)[P](C2C=CC=CC=2)(C2C=CC=CC=2)C2C=CC=CC=2)(C2C=CC=CC=2)C2C=CC=CC=2)=CC=1.O>[OH:35][C:30]1[CH:31]=[CH:32][CH:33]=[CH:34][C:29]=1[C:2]1[N:7]=[CH:6][N:5]=[C:4]([N:8]2[CH2:13][CH2:12][N:11]([C:14]([O:16][CH2:17][CH:18]([CH3:20])[CH3:19])=[O:15])[CH2:10][CH2:9]2)[CH:3]=1 |f:2.3.4,^1:49,51,70,89|. Procedure details: A mixture of isobutyl 4-(6-chloropyrimidin-4-yl)piperazine-1-carboxylate (0.10 g, 0.33 mmol), 2-(4,4,5,5-tetramethyl-[1,3,2]dioxaborolan-2-yl)-phenol (87 mg, 0.11 mmol), Pd(PPh3)4 (3.8 mg, 3.3 μmol), K2CO3 (91 mg, 0.66 mmol), CH3CN (1 mL), and H2O (0.1 mL) was sealed in a microwave reactor vial. The reaction mixture was heated by microwave irradiation at 130° C. for two minutes. The reaction was filtered and purified by reverse phase HPLC (10%-99% CH3CN (0.035% TFA)/H2O (0.05% TFA)) to give isob... Reactants: N1N=CC(=C1)C1=CC2=C(C=3N=C(SC3CCO2)C(=O)O)C=C1 (8-(1H-Pyrazol-4-yl)-4,5-dihydro-6-oxa-3-thia-1-aza-benzo[e]azulene-2-carboxylic acid), O=S1(CC(CC1)NC)=O (N-(1,1-dioxidotetrahydrothien-3-yl)-N-methylamine). Product: O=S1(CC(CC1)N(C(=O)C=1SC=2CCOC3=C(C2N1)C=CC(=C3)C=3C=NNC3)C)=O (8-(1H-Pyrazol-4-yl)-4,5-dihydro-6-oxa-3-thia-1-aza-benzo[e]azulene-2-carboxylic acid (1,1-dioxo-tetrahydro-thiophen-3-yl)-methyl-amide). RXN SMILES: [NH:1]1[CH:5]=[C:4]([C:6]2[CH:22]=[CH:21][C:9]3[C:10]4[N:11]=[C:12]([C:18]([OH:20])=O)[S:13][C:14]=4[CH2:15][CH2:16][O:17][C:8]=3[CH:7]=2)[CH:3]=[N:2]1.[O:23]=[S:24]1(=[O:31])[CH2:28][CH2:27][CH:26]([NH:29][CH3:30])[CH2:25]1>>[O:23]=[S:24]1(=[O:31])[CH2:28][CH2:27][CH:26]([N:29]([CH3:30])[C:18]([C:12]2[S:13][C:14]3[CH2:15][CH2:16][O:17][C:8]4[CH:7]=[C:6]([C:4]5[CH:5]=[N:1][NH:2][CH:3]=5)[CH:22]=[CH:21][C:9]=4[C:10]=3[N:11]=2)=[O:20])[CH2:25]1. Reported procedure: Following Example 216, to a well stirred solution of 8-(1H-Pyrazol-4-yl)-4,5-dihydro-6-oxa-3-thia-1-aza-benzo[e]azulene-2-carboxylic acid and N-(1,1-dioxidotetrahydrothien-3-yl)-N-methylamine to give 256. MS: (ESI+)=445.1 Starting materials: CC[O-], CCN(C(C)C)C(C)C, ClCCl, Cl, O=C(NC12CCC(CC1)Cn1c2nc(C(=O)NCc2ccc(F)cc2)c(O)c1=O)C(=O)N1CCNCC1, [Na+], O=S(=O)(Cl)c1ccc(S(=O)(=O)N2CCOCC2)cc1, O. RXN SMILES: [CH3:67][CH2:68][O-:69].[CH:38]([N:39]([CH:40]([CH3:41])[CH3:42])[CH2:43][CH3:44])([CH3:45])[CH3:46].[Cl:71][CH2:72][Cl:73].[ClH:70].[F:1][c:2]1[cH:3][cH:4][c:5]([CH2:6][NH:7][C:8](=[O:9])[c:10]2[n:11][c:12]3[n:13]([c:32](=[O:35])[c:33]2[OH:34])[CH2:14][CH:15]2[CH2:16][CH2:17][C:18]3([NH:21][C:22]([C:23]([N:24]3[CH2:25][CH2:26][NH:27][CH2:28][CH2:29]3)=[O:30])=[O:31])[CH2:19][CH2:20]2)[cH:36][cH:37]1.[Na+:66].[O:47]1[CH2:48][CH2:49][N:50]([S:53](=[O:54])(=[O:55])[c:56]2[cH:57][cH:58][c:59]([S:62](=[O:63])(=[O:64])[Cl:65])[cH:60][cH:61]2)[CH2:51][CH2:52]1.[OH2:74]>>[F:1][c:2]1[cH:3][cH:4][c:5]([CH2:6][NH:7][C:8](=[O:9])[c:10]2[n:11][c:12]3[n:13]([c:32](=[O:35])[c:33]2[OH:34])[CH2:14][CH:15]2[CH2:16][CH2:17][C:18]3([NH:21][C:22]([C:23]([N:24]3[CH2:25][CH2:26][N:27]([S:62]([c:59]4[cH:58][cH:57][c:56]([S:53]([N:50]5[CH2:49][CH2:48][O:47][CH2:52][CH2:51]5)(=[O:54])=[O:55])[cH:61][cH:60]4)(=[O:63])=[O:64])[CH2:28][CH2:29]3)=[O:30])=[O:31])[CH2:19][CH2:20]2)[cH:36][cH:37]1. The product is O=C(NC12CCC(CC1)Cn1c2nc(C(=O)NCc2ccc(F)cc2)c(O)c1=O)C(=O)N1CCN(S(=O)(=O)c2ccc(S(=O)(=O)N3CCOCC3)cc2)CC1.